From a dataset of the Open Reaction Database (ORD), a public repository of structured organic reaction records. describe an organic reaction: reactants, conditions, products, and yield The reactants are CCCCBr, CC#N, [K+], [K+], O=C([O-])[O-], C1CC2(CCN1)OCCO2, O. Yields the product CCCCN1CCC2(CC1)OCCO2. RXN SMILES: [Br:20][CH2:21][CH2:22][CH2:23][CH3:24].[CH3:17][C:18]#[N:19].[K+:11].[K+:12].[O-:13][C:14]([O-:15])=[O:16].[O:1]1[CH2:2][CH2:3][O:4][C:5]12[CH2:6][CH2:7][NH:8][CH2:9][CH2:10]2.[OH2:25]>>[O:1]1[CH2:2][CH2:3][O:4][C:5]12[CH2:6][CH2:7][N:8]([CH2:21][CH2:22][CH2:23][CH3:24])[CH2:9][CH2:10]2.